The task is: describe an organic reaction: reactants, conditions, products, and yield. This data is from the Open Reaction Database (ORD), a public repository of structured organic reaction records. Procedure: 4-(2,2-Dimethyl-propylamino)-6-hydroxy-quinazoline-2-carbonitrile (0.31 mmol), 1-methyl-2-chloromethyl-piperidine hydrochloride (0.41 mmol) and potassium carbonate (7.2 mmol) are stirred in DMF (3 ml) at 80° C. for 8 hours. The solvent is evaporated, the residue is dissolved in water and extracted with ethyl acetate. The organic phase is dried over sodium sulfate and evaporated. The residue is purified by flash chromatography on silica gel with (CH2Cl2/MeOH=9:1) as mobile phase. The product cont... Solvent: CN(C)C=O (DMF). Product: CC(CNC1=NC(=NC2=CC=C(C=C12)OCC1N(CCCC1)C)C#N)(C)C (4-(2,2-Dimethyl-propylamino)-6-(1-methyl-piperidin-2-ylmethoxy)-quinazoline-2-carbonitrile). Starting materials: CC(CNC1=NC(=NC2=CC=C(C=C12)O)C#N)(C)C (4-(2,2-Dimethyl-propylamino)-6-hydroxy-quinazoline-2-carbonitrile), Cl.CN1C(CCCC1)CCl (1-methyl-2-chloromethyl-piperidine hydrochloride), C([O-])([O-])=O.[K+].[K+] (potassium carbonate). RXN SMILES: [CH3:1][C:2]([CH3:19])([CH3:18])[CH2:3][NH:4][C:5]1[C:14]2[C:9](=[CH:10][CH:11]=[C:12]([OH:15])[CH:13]=2)[N:8]=[C:7]([C:16]#[N:17])[N:6]=1.Cl.[CH3:21][N:22]1[CH2:27][CH2:26][CH2:25][CH2:24][CH:23]1[CH2:28]Cl.C(=O)([O-])[O-].[K+].[K+]>CN(C=O)C>[CH3:1][C:2]([CH3:19])([CH3:18])[CH2:3][NH:4][C:5]1[C:14]2[C:9](=[CH:10][CH:11]=[C:12]([O:15][CH2:28][CH:23]3[CH2:24][CH2:25][CH2:26][CH2:27][N:22]3[CH3:21])[CH:13]=2)[N:8]=[C:7]([C:16]#[N:17])[N:6]=1 |f:1.2,3.4.5|. Reactants: BrC1=C2C(=NC=C1)N(C(=C2)C2=CCN(CC2)C(=O)OC(C)(C)C)S(=O)(=O)C2=CC=CC=C2 (tert-butyl 4-(4-bromo-1-(phenylsulfonyl)-1H-pyrrolo[2,3-b]pyridin-2-yl)-5,6-dihydropyridine-1(2H)-carboxylate), [OH-].[Na+] (sodium hydroxide), O (water). The solvent is O1CCOCC1 (dioxane). The product is BrC1=C2C(=NC=C1)NC(=C2)C2=CCN(CC2)C(=O)OC(C)(C)C (tert-butyl 4-(4-bromo-1H-pyrrolo[2,3-b]pyridin-2-yl)-5,6-dihydropyridine-1(2H)-carboxylate). RXN SMILES: [Br:1][C:2]1[CH:7]=[CH:6][N:5]=[C:4]2[N:8](S(C3C=CC=CC=3)(=O)=O)[C:9]([C:11]3[CH2:16][CH2:15][N:14]([C:17]([O:19][C:20]([CH3:23])([CH3:22])[CH3:21])=[O:18])[CH2:13][CH:12]=3)=[CH:10][C:3]=12.[OH-].[Na+].O>O1CCOCC1>[Br:1][C:2]1[CH:7]=[CH:6][N:5]=[C:4]2[NH:8][C:9]([C:11]3[CH2:16][CH2:15][N:14]([C:17]([O:19][C:20]([CH3:23])([CH3:22])[CH3:21])=[O:18])[CH2:13][CH:12]=3)=[CH:10][C:3]=12 |f:1.2|. Procedure: A mixture of Example 135C (3.00 g, 5.63 mmol) and 20% sodium hydroxide in water (2.5 mL, 5.63 mmol) in dioxane (35 mL) was heated at 90° C. for 6 hours. The solvent was evaporated. The residue was partitioned between ethyl acetate and water. The organic layer was washed with brine, dried over MgSO4, and filtered. The filtrate was concentrated to about 10 mL. The solid material was filtered, washed with ethyl acetate and dried to provide the title compound. MS (ESI+) m/z 378 (M+1).